Task: describe an organic reaction: reactants, conditions, products, and yield. Dataset: the Open Reaction Database (ORD), a public repository of structured organic reaction records Starting materials: C(C)C1=C(OCCCOC2=C(C(=CC=C2)O)CCC(=O)OC)C=C(C(=C1)C1=CC=C(C=C1)F)O (methyl 3-(2-(3-(2-ethyl-4-(4-fluorophenyl)-5-hydroxyphenoxy)propoxy)-6-hydroxyphenyl)propionate), C(C)C1=C(OCCCOC2=C(C(=CC=C2)O)CCC(=O)O)C=C(C(=C1)C1=CC=C(C=C1)F)O (3-(2-(3-(2-ethyl-4-(4-fluorophenyl)-5-hydroxyphenoxy)propoxy)-6-hydroxyphenyl)propionic acid). Yields the product FC1=CC=C(C=C1)C1=CC(=C(OCCCOC2=CC=CC3=C2CCC(O3)=O)C=C1O)CC (5-[3-[4-(4-Fluorophenyl)-2-ethyl-5-hydroxyphenoxy]propoxy]-3,4-dihydro-2H- 1 -benzopyran-2-one). As a reaction SMILES: [CH2:1]([C:3]1[CH:26]=[C:25]([C:27]2[CH:32]=[CH:31][C:30]([F:33])=[CH:29][CH:28]=2)[C:24]([OH:34])=[CH:23][C:4]=1[O:5][CH2:6][CH2:7][CH2:8][O:9][C:10]1[CH:15]=[CH:14][CH:13]=[C:12](O)[C:11]=1[CH2:17][CH2:18][C:19]([O:21]C)=[O:20])[CH3:2].C(C1C=C(C2C=CC(F)=CC=2)C(O)=CC=1OCCCOC1C=CC=C(O)C=1CCC(O)=O)C>>[F:33][C:30]1[CH:31]=[CH:32][C:27]([C:25]2[C:24]([OH:34])=[CH:23][C:4]([O:5][CH2:6][CH2:7][CH2:8][O:9][C:10]3[C:11]4[CH2:17][CH2:18][C:19](=[O:20])[O:21][C:12]=4[CH:13]=[CH:14][CH:15]=3)=[C:3]([CH2:1][CH3:2])[CH:26]=2)=[CH:28][CH:29]=1. Procedure: When methyl 3-(2-(3-(2-ethyl-4-(4-fluorophenyl)-5-hydroxyphenoxy)propoxy)-6-hydroxyphenyl)propionate (Example 12) was hydrolyzed under the conditions of Preparation 26, in addition to the desired product 3-(2-(3-(2-ethyl-4-(4-fluorophenyl)-5-hydroxyphenoxy)propoxy)-6-hydroxyphenyl)propionic acid (Example 13), the title product was isolated in 10% yield, as isolated by preparative reverse phase HPLC. NMR, MS. Analysis for C26H25FO5 : Calc: C, 76.55; H, 5.77; Found: C, 76.39; H, 5.92. Reactants: O=C([O-])[O-], CC(C)(C)OC(N)=O, CCOC(C)=O, [Cs+], [Cs+], O=C(Nc1cccc(C(F)(F)F)c1)c1cccc2cc(Sc3ccnc(Cl)n3)ccc12, C1COCCO1, O, CC1(C)c2cccc(P(c3ccccc3)c3ccccc3)c2Oc2c(P(c3ccccc3)c3ccccc3)cccc21. Product: CC(C)(C)OC(=O)Nc1nccc(Sc2ccc3c(C(=O)Nc4cccc(C(F)(F)F)c4)cccc3c2)n1. RXN SMILES: [C:32](=[O:33])([O-:34])[O-:35].[C:80]([CH3:81])([CH3:82])([CH3:83])[O:84][C:85]([NH2:86])=[O:87].[CH3:95][CH2:96][O:97][C:98]([CH3:99])=[O:100].[Cs+:36].[Cs+:37].[F:1][C:2]([c:3]1[cH:4][c:5]([NH:9][C:10](=[O:11])[c:12]2[cH:13][cH:14][cH:15][c:16]3[cH:17][c:18]([S:22][c:23]4[n:24][c:25]([Cl:29])[n:26][cH:27][cH:28]4)[cH:19][cH:20][c:21]23)[cH:6][cH:7][cH:8]1)([F:30])[F:31].[O:88]1[CH2:89][CH2:90][O:91][CH2:92][CH2:93]1.[OH2:94].[c:38]1([P:39]([c:40]2[cH:41][cH:42][cH:43][cH:44][cH:45]2)[c:46]2[c:47]3[c:71]([cH:72][cH:73][cH:74]2)[C:68]([CH3:69])([CH3:70])[c:50]2[c:49]([c:54]([P:55]([c:56]4[cH:57][cH:58][cH:59][cH:60][cH:61]4)[c:62]4[cH:63][cH:64][cH:65][cH:66][cH:67]4)[cH:53][cH:52][cH:51]2)[O:48]3)[cH:75][cH:76][cH:77][cH:78][cH:79]1>>[F:1][C:2]([c:3]1[cH:4][c:5]([NH:9][C:10](=[O:11])[c:12]2[cH:13][cH:14][cH:15][c:16]3[cH:17][c:18]([S:22][c:23]4[n:24][c:25]([NH:86][C:85]([O:84][C:80]([CH3:81])([CH3:82])[CH3:83])=[O:87])[n:26][cH:27][cH:28]4)[cH:19][cH:20][c:21]23)[cH:6][cH:7][cH:8]1)([F:30])[F:31]. Reactants: BrB(Br)Br, O=C([O-])O, CCOCC, ClCCl, COc1ccc2c(c1)C1(CCCc3ccccc31)NC2, CCCCCC, [Na+]. Product: Oc1ccc2c(c1)C1(CCCc3ccccc31)NC2. As a reaction SMILES: [B:21]([Br:22])([Br:23])[Br:24].[C:25](=[O:26])([OH:27])[O-:28].[CH2:36]([O:37][CH2:38][CH3:39])[CH3:40].[CH2:41]([Cl:42])[Cl:43].[CH3:1][O:2][c:3]1[cH:4][cH:5][c:6]2[c:10]([cH:11]1)[C:9]1([NH:8][CH2:7]2)[CH2:12][CH2:13][CH2:14][c:15]2[cH:16][cH:17][cH:18][cH:19][c:20]21.[CH3:30][CH2:31][CH2:32][CH2:33][CH2:34][CH3:35].[Na+:29]>>[OH:2][c:3]1[cH:4][cH:5][c:6]2[c:10]([cH:11]1)[C:9]1([NH:8][CH2:7]2)[CH2:12][CH2:13][CH2:14][c:15]2[cH:16][cH:17][cH:18][cH:19][c:20]21. The reactants are C1(CCCCC1)=O (cyclohexanone), [Mg] (magnesium), 21, BrCCBr (1,2-dibromoethane), ClC1=C(C(=CC=C1)Cl)C (2,6-dichlorotoluene). Run in O1CCCC1 (THF), O1CCCC1 (THF), O1CCCC1 (THF). Yields the product ClC=1C(=C(C=CC1)C1(CCCCC1)O)C (1-(3'-Chloro-2'-methylphenyl)-cyclohexanol). RXN SMILES: [Mg].BrCCBr.Cl[C:7]1[CH:12]=[CH:11][CH:10]=[C:9]([Cl:13])[C:8]=1[CH3:14].[C:15]1(=[O:21])[CH2:20][CH2:19][CH2:18][CH2:17][CH2:16]1>O1CCCC1>[Cl:13][C:9]1[C:8]([CH3:14])=[C:7]([C:15]2([OH:21])[CH2:20][CH2:19][CH2:18][CH2:17][CH2:16]2)[CH:12]=[CH:11][CH:10]=1. Reported procedure: Under a nitrogen blanket, 96 g (4 moles) of magnesium shavings in 60 ml of absolute THF (tetrahydrofuran) are placed in a receiver. At 65° C., 1 ml of 1,2-dibromoethane is added and then a solution of 644 g (4 moles) of 2,6-dichlorotoluene in 1.5 liters of absolute THF is dripped in over a period of 21/4 hours. The mixture is then stirred under reflux for 4 hours and cooled to room temperature, and 352.8 g (3.6 moles) of cyclohexanone in 250 ml of absolute THF is added under a nitrogen blanket. ... Reactants: C(C)N1C(=NC=C1)CO ((1-ethyl-1H-imidazol-2-yl)-methanol), [H-].[Na+] (sodium hydride), CN(C)C=O (DMF), [N+](=O)([O-])C=1C=C(CBr)C=CC1 (3-nitrobenzylbromide), [H][H] (hydrogen). Run at time 1 hour. Product: CC(C=1C=C(C=CC1)N)OCC=1NC=CN1 (3-(1-Methyl-1H-imidazol-2-ylmethoxymethyl)-phenylamine). Reaction SMILES: C([N:3]1[CH:7]=[CH:6][N:5]=[C:4]1[CH2:8][OH:9])C.[H-].[Na+].[H][H].[N+:14]([C:17]1[CH:18]=[C:19]([CH:22]=[CH:23][CH:24]=1)[CH2:20]Br)([O-])=O.[CH3:25]N(C=O)C>>[CH3:25][CH:20]([O:9][CH2:8][C:4]1[NH:3][CH:7]=[CH:6][N:5]=1)[C:19]1[CH:18]=[C:17]([NH2:14])[CH:24]=[CH:23][CH:22]=1 |f:1.2|. Procedure details: To a stirred solution of (1-ethyl-1H-imidazol-2-yl)-methanol (1.3 g, 10.2 mmol) in DMF (10 ml) was added sodium hydride (0.49 g 60% dispersion in mineral oil). When the evolution of hydrogen had ceased, 3-nitrobenzylbromide (2.21 g, 10.2 mmol) was added and stirring was continued at ambient temperature for 1 hour. Ice was added and the resultant mixture was extracted with ethyl acetate. The organic extract was dried over magnesium sulphate and concentrated in vacuo. This concentrate was dissolve... The reactants are [BH4-].[Na+] (Sodium borohydride), BrCC(=O)C1=CC(=C(C=C1)OCC1=CC=CC=C1)F (2-bromo-1-[3-fluoro-4-(phenylmethoxy)phenyl]ethanone), [OH-].[Na+] (sodium hydroxide). Solvent: O1CCOCC1 (dioxan), CO (methanol), O (water), O (Water). Conditions: time 1 hour. Yields the product FC=1C=C(C=CC1OCC1=CC=CC=C1)C1OC1 (2-[3-Fluoro-4-(phenylmethoxy)phenyl]oxirane). Yield: 100.4%. Reaction SMILES: [BH4-].[Na+].Br[CH2:4][C:5]([C:7]1[CH:12]=[CH:11][C:10]([O:13][CH2:14][C:15]2[CH:20]=[CH:19][CH:18]=[CH:17][CH:16]=2)=[C:9]([F:21])[CH:8]=1)=[O:6].[OH-].[Na+]>O1CCOCC1.CO.O>[F:21][C:9]1[CH:8]=[C:7]([CH:5]2[CH2:4][O:6]2)[CH:12]=[CH:11][C:10]=1[O:13][CH2:14][C:15]1[CH:20]=[CH:19][CH:18]=[CH:17][CH:16]=1 |f:0.1,3.4|. Procedure details: Sodium borohydride (1.25 g) was added in portions to a stirred solution of 2-bromo-1-[3-fluoro-4-(phenylmethoxy)phenyl]ethanone (16.6 g) in dioxan (100 ml) and methanol (100 ml) at 0°. After 0.5 h a solution of sodium hydroxide (4.0 g) in water (20 ml) was added and the mixture stirred for a further 1 h at 0°. Water was added and the mixture extracted with EA. The extracts were dried and evaporated to give the title compound as a colourless oil (12.6 g) which partially solidified on standing, t.... Starting materials: Brc1ccnc2cccnc12, CCOC(C)=O, [Cl-], [Cu]I, [I-], [NH4+], [Na+]. The product is Ic1ccnc2cccnc12. As a reaction SMILES: [Br:1][c:2]1[cH:3][cH:4][n:5][c:6]2[cH:7][cH:8][cH:9][n:10][c:11]12.[CH3:16][CH2:17][O:18][C:19](=[O:20])[CH3:21].[Cl-:14].[Cu:22][I:23].[I-:13].[NH4+:15].[Na+:12]>>[c:2]1([I:13])[cH:3][cH:4][n:5][c:6]2[cH:7][cH:8][cH:9][n:10][c:11]12. Reactants: C1(=CC=CC=C1)C(=O)[O-] (phenylformate), P(=O)([O-])([O-])[O-] (phosphate), N[C@H](C)C(=O)O (D-alanine), C(C)(C)N (isopropylamine). The solvent is mixture. Product: C1=CC=C(C=C1)[C@H](C(=O)O)N (D-phenylglycine). RXN SMILES: [C:1]1(C([O-])=O)[CH:6]=[CH:5]C=[CH:3][CH:2]=1.[NH2:10][C@@H:11]([C:13]([OH:15])=[O:14])[CH3:12].C(N)(C)C.P([O-])([O-])([O-])=O>>[CH:1]1[CH:6]=[CH:5][C:12]([C@@H:11]([NH2:10])[C:13]([OH:15])=[O:14])=[CH:3][CH:2]=1. Procedure details: D-phenylglycine was produced with a conversion of 98% by conducting reactions using 50 mL of a mixture of 0.3 M phenylformate, 20 mM D-alanine, 0.45 M isopropylamine, 0.5 mM PLP, 50 mM phosphate pH 8, 35 U/mL DATA and 30 U/mL ARmutTA. 2.02 g of pure D-phenylglycine was obtained through purification based on solubility.